From a dataset of the Open Reaction Database (ORD), a public repository of structured organic reaction records. describe an organic reaction: reactants, conditions, products, and yield The reactants are CC(=O)[O-], CN(C)C(=O)c1ccc(Cl)cc1, ClCCCl, CC(Cl)Cl, [Na+], O, O, O, O, c1cc[nH]c1. The product is O=C(c1ccc(Cl)cc1)c1ccc[nH]1. Reaction SMILES: [C:21]([O-:22])(=[O:23])[CH3:24].[Cl:1][c:2]1[cH:3][cH:4][c:5]([C:6](=[O:7])[N:8]([CH3:9])[CH3:10])[cH:11][cH:12]1.[Cl:26][CH2:27][CH2:28][Cl:29].[Cl:30][CH:31]([Cl:32])[CH3:33].[Na+:25].[OH2:18].[OH2:19].[OH2:20].[OH2:34].[nH:13]1[cH:14][cH:15][cH:16][cH:17]1>>[Cl:1][c:2]1[cH:3][cH:4][c:5]([C:6](=[O:7])[c:14]2[nH:13][cH:17][cH:16][cH:15]2)[cH:11][cH:12]1. Starting materials: O=O (oxygen), COC (dimethyl ether), Al2O3, C(C)(=O)OC (methyl acetate), C(C)(=O)OC.COC.O=O.N#N (methyl acetate dimethyl ether O2 N2). Reaction conditions: time 10 second. The product is C(C=C)(=O)OC (methyl acrylate), C(C=C)(=O)O (acrylic acid). Isolated yield 4.6%. RXN SMILES: [C:1]([O:4][CH3:5])(=[O:3])[CH3:2].O=O.[CH3:8]OC.[C:11]([O:14]C)(=[O:13])[CH3:12].[CH3:16]OC.O=O.N#N>>[C:1]([O:4][CH3:5])(=[O:3])[CH:2]=[CH2:8].[C:11]([OH:14])(=[O:13])[CH:12]=[CH2:16] |f:3.4.5.6|. Procedure: The reactor was charged with a catalyst having the composition 50% K0.4 Ce0.58 Cu0.58 POx +50% Al2O3 (see Example 7). The testing procedure was essentially the same as that of Examples 2-10, except that the liquid feed consisted of methyl acetate alone, while the gaseous feed consisted of oxygen, nitrogen, and dimethyl ether. The composition of the gaseous feed and the respective flow rates of the liquid and the gaseous feeds were such that a reactant ratio methyl acetate/dimethyl ether/O2 /N2 =... The reactants are ClCCl, CN(C)C=O, COc1ccc(CCN)cc1, CO, CCOC(C)=O, CC(=Cc1ccc(Cl)cc1N)C(=O)Oc1ccc([N+](=O)[O-])cc1, O. The product is COc1ccc(CCNC(=O)C(C)=Cc2ccc(Cl)cc2N)cc1. Reaction SMILES: [CH2:42]([Cl:43])[Cl:44].[CH3:1][N:2]([CH3:3])[CH:4]=[O:5].[CH3:29][O:30][c:31]1[cH:32][cH:33][c:34]([CH2:37][CH2:38][NH2:39])[cH:35][cH:36]1.[CH3:40][OH:41].[CH3:45][CH2:46][O:47][C:48](=[O:49])[CH3:50].[N+:6]([c:7]1[cH:8][cH:9][c:10]([O:11][C:16]([C:17](=[CH:18][c:19]2[c:20]([NH2:26])[cH:21][c:22]([Cl:25])[cH:23][cH:24]2)[CH3:27])=[O:28])[cH:12][cH:13]1)([O-:14])=[O:15].[OH2:51]>>[C:16]([C:17](=[CH:18][c:19]1[c:20]([NH2:26])[cH:21][c:22]([Cl:25])[cH:23][cH:24]1)[CH3:27])(=[O:28])[NH:39][CH2:38][CH2:37][c:34]1[cH:33][cH:32][c:31]([O:30][CH3:29])[cH:36][cH:35]1. Reactants: NC=1C=C(OC2=NC(=C(C(=C2F)OC2=C(C=C(C(=O)OCC)C=C2)OC)F)OC2=C(C=CC(=C2)C#N)OCC2=CC=CC=C2)C=CC1 (4-[[2-(3-aminophenoxy)-6-(5-cyano-2-phenylmethoxyphenoxy)-3,5-difluoropyridin-4-yl]oxy]-3-methoxybenzoic acid, ethyl ester), N#CN (cyanamide), Cl (hydrochloric acid), N#CN (cyanamide), Cl (hydrochloric acid). Solvent: C(C)O (ethanol). Run at time 4 hour. Product: N(C(=N)N)C=1C=C(OC2=NC(=C(C(=C2F)OC2=C(C=C(C(=O)OCC)C=C2)OC)F)OC2=C(C=CC(=C2)C#N)OCC2=CC=CC=C2)C=CC1 (4-[[2-[3-(guanidino)phenoxy)-6-(5-cyano-2-benzyloxyphenoxy)-3,5-difluoro-pyridin-4-yl)oxy]-3-methoxybenzoic acid, ethyl ester). Reaction SMILES: [NH2:1][C:2]1[CH:3]=[C:4]([CH:45]=[CH:46][CH:47]=1)[O:5][C:6]1[C:11]([F:12])=[C:10]([O:13][C:14]2[CH:24]=[CH:23][C:17]([C:18]([O:20][CH2:21][CH3:22])=[O:19])=[CH:16][C:15]=2[O:25][CH3:26])[C:9]([F:27])=[C:8]([O:28][C:29]2[CH:34]=[C:33]([C:35]#[N:36])[CH:32]=[CH:31][C:30]=2[O:37][CH2:38][C:39]2[CH:44]=[CH:43][CH:42]=[CH:41][CH:40]=2)[N:7]=1.[N:48]#[C:49][NH2:50].Cl>C(O)C>[NH:1]([C:2]1[CH:3]=[C:4]([CH:45]=[CH:46][CH:47]=1)[O:5][C:6]1[C:11]([F:12])=[C:10]([O:13][C:14]2[CH:24]=[CH:23][C:17]([C:18]([O:20][CH2:21][CH3:22])=[O:19])=[CH:16][C:15]=2[O:25][CH3:26])[C:9]([F:27])=[C:8]([O:28][C:29]2[CH:34]=[C:33]([C:35]#[N:36])[CH:32]=[CH:31][C:30]=2[O:37][CH2:38][C:39]2[CH:40]=[CH:41][CH:42]=[CH:43][CH:44]=2)[N:7]=1)[C:49]([NH2:50])=[NH:48]. Reported procedure: To ethanol (15 mL) was added 4-[[2-(3-aminophenoxy)-6-(5-cyano-2-phenylmethoxyphenoxy)-3,5-difluoropyridin-4-yl]oxy]-3-methoxybenzoic acid, ethyl ester (0.50 g, 0.80 mmol), cyanamide (0.60 g, 14 mmol), and 6 M hydrochloric acid (0.7 mL). After refluxing for 19 hours, cyanamide (0.60 9, 14 mmol) and 6 M hydrochloric acid (0.7 mL) was added and refluxing was continued for 4 hours. The reaction mixture was concentrated in vacuo and purified by HPLC to give 4-[[2-[3-(guanidino)phenoxy)-6-(5-cyano-2-...